Dataset: the Open Reaction Database (ORD), a public repository of structured organic reaction records. Task: describe an organic reaction: reactants, conditions, products, and yield The reactants are CC(C)C[AlH]CC(C)C (DIBAL), C(C)(C)(C)OC(=O)NC1=NC=CC(=C1)CC(=O)OCC (ethyl 2-(2-(tert-butoxycarbonylamino)pyridin-4-yl)acetate), CC(C)C[AlH]CC(C)C (DIBAL). Run in C1CCOC1 (THF), C1CCOC1 (THF). Reaction conditions: temperature -69 celsius, time 40 minute. Product: OCCC1=CC(=NC=C1)NC(OC(C)(C)C)=O (tert-butyl 4-(2-hydroxyethyl)pyridin-2-ylcarbamate). Isolated yield 70.5%. Reaction SMILES: [C:1]([O:5][C:6]([NH:8][C:9]1[CH:14]=[C:13]([CH2:15][C:16](OCC)=[O:17])[CH:12]=[CH:11][N:10]=1)=[O:7])([CH3:4])([CH3:3])[CH3:2].CC(C[AlH]CC(C)C)C>C1COCC1>[OH:17][CH2:16][CH2:15][C:13]1[CH:12]=[CH:11][N:10]=[C:9]([NH:8][C:6](=[O:7])[O:5][C:1]([CH3:3])([CH3:2])[CH3:4])[CH:14]=1. Procedure: To a solution of ethyl 2-(2-(tert-butoxycarbonylamino)pyridin-4-yl)acetate (WO 2007089512) (10.0 g, 35.7 mmol) under N2 in THF (100 mL), at −78° C., was added a solution of DIBAL in THF (1.0M, 71.0 mL, 71.0 mmol) over 1 hr. The reaction mixture was stirred at −78 to −60° C. for 40 min and was then warmed to −15° C. over 1 hr. The solution was re-cooled to −78° C. and was treated with a further aliquot of DIBAL solution (36.0 mL, 36.0 mmol) and was allowed to warm to −40° C. and stirred for 1 hr....